From a dataset of the Open Reaction Database (ORD), a public repository of structured organic reaction records. describe an organic reaction: reactants, conditions, products, and yield The reactants are COc1cc2c(c(OC(C)=O)c1)C1CCC3(C)C(O)CCC3C1CC2, CC(=O)OC(C)=O, O, c1ccncc1. Product: COc1cc2c(c(OC(C)=O)c1)C1CCC3(C)C(OC(C)=O)CCC3C1CC2. RXN SMILES: [C:1]([CH3:2])(=[O:3])[O:4][c:5]1[cH:6][c:7]([O:24][CH3:25])[cH:8][c:9]2[c:22]1[CH:21]1[CH:12]([CH2:11][CH2:10]2)[CH:13]2[CH2:14][CH2:15][CH:16]([OH:23])[C:17]2([CH3:18])[CH2:19][CH2:20]1.[CH3:27][C:28](=[O:29])[O:30][C:31](=[O:32])[CH3:33].[OH2:26].[cH:34]1[cH:35][cH:36][n:37][cH:38][cH:39]1>>[C:1]([CH3:2])(=[O:3])[O:4][c:5]1[cH:6][c:7]([O:24][CH3:25])[cH:8][c:9]2[c:22]1[CH:21]1[CH:12]([CH2:11][CH2:10]2)[CH:13]2[CH2:14][CH2:15][CH:16]([O:23][C:28]([CH3:27])=[O:29])[C:17]2([CH3:18])[CH2:19][CH2:20]1. The reactants are COC=1C=C(C=CC1OC)S(=O)(=O)N1CC2=CC=CC=C2CC1C(=O)OC (N-(3,4-dimethoxybenzenesulphonyl)-3-methoxycarbonyl-1,2,3,4-tetrahydro-isoquinoline), [OH-].[Li+] (lithium hydroxide). Solvent: C1CCOC1 (THF). Run at time 8 hour. Yields the product COC=1C=C(C=CC1OC)S(=O)(=O)N1CC2=CC=CC=C2CC1C(=O)O (N-(3,4-Dimethoxybenzenesulphonyl)-3-carboxy-1,2,3,4-tetrahydroisoquinoline), solid. As a reaction SMILES: [CH3:1][O:2][C:3]1[CH:4]=[C:5]([S:11]([N:14]2[CH:23]([C:24]([O:26]C)=[O:25])[CH2:22][C:21]3[C:16](=[CH:17][CH:18]=[CH:19][CH:20]=3)[CH2:15]2)(=[O:13])=[O:12])[CH:6]=[CH:7][C:8]=1[O:9][CH3:10].[OH-].[Li+]>C1COCC1>[CH3:1][O:2][C:3]1[CH:4]=[C:5]([S:11]([N:14]2[CH:23]([C:24]([OH:26])=[O:25])[CH2:22][C:21]3[C:16](=[CH:17][CH:18]=[CH:19][CH:20]=3)[CH2:15]2)(=[O:12])=[O:13])[CH:6]=[CH:7][C:8]=1[O:9][CH3:10] |f:1.2|. Reported procedure: A solution of N-(3,4-dimethoxybenzenesulphonyl)-3-methoxycarbonyl-1,2,3,4-tetrahydro-isoquinoline(0.5 g) in THF (30 ml) was treated with a saturated aqueous solution of lithium hydroxide (3 ml) at room temperature. After stirring overnight, the solvent was removed in vacuo. The residue was diluted with water (10 ml), washed with ethyl acetate (10 ml) and acidified with 2M hydrochloric acid. The aqueous phase was extracted with ethyl acetate (2×30 ml); these extracts were combined and dried (magn... Reactants: ClCC=1C(=NSC1C1CC1)C1=CC=C(C=C1)CC (4-(chloromethyl)-5-cyclopropyl-3-(4-ethylphenyl)-1,2-thiazole), OC1=C(C(=C(C=C1)CCC(=O)OCC)C)C (ethyl 3-(4-hydroxy-2,3-dimethylphenyl)propanoate). Yields the product C1(CC1)C1=C(C(=NS1)C1=CC=C(C=C1)CC)COC1=C(C(=C(C=C1)CCC(=O)O)C)C (3-(4-[[5-cyclopropyl-3-(4-ethylphenyl)-1,2-thiazol-4-yl]methoxy]-2,3-dimethylphenyl)propanoic acid). RXN SMILES: Cl[CH2:2][C:3]1[C:4]([C:11]2[CH:16]=[CH:15][C:14]([CH2:17][CH3:18])=[CH:13][CH:12]=2)=[N:5][S:6][C:7]=1[CH:8]1[CH2:10][CH2:9]1.[OH:19][C:20]1[CH:25]=[CH:24][C:23]([CH2:26][CH2:27][C:28]([O:30]CC)=[O:29])=[C:22]([CH3:33])[C:21]=1[CH3:34]>>[CH:8]1([C:7]2[S:6][N:5]=[C:4]([C:11]3[CH:16]=[CH:15][C:14]([CH2:17][CH3:18])=[CH:13][CH:12]=3)[C:3]=2[CH2:2][O:19][C:20]2[CH:25]=[CH:24][C:23]([CH2:26][CH2:27][C:28]([OH:30])=[O:29])=[C:22]([CH3:33])[C:21]=2[CH3:34])[CH2:10][CH2:9]1. Procedure details: The title compound was prepared according to the procedure described in Example 122 following Steps 5 and 7 by coupling of 4-(chloromethyl)-5-cyclopropyl-3-(4-ethylphenyl)-1,2-thiazole with ethyl 3-(4-hydroxy-2,3-dimethylphenyl)propanoate to afford the desired product as a yellow oil. 1H NMR (400 MHz, CD3OD) δ 7.59 (d, J=8.4 Hz, 2H), 7.28 (d, J=8.0 Hz, 2H), 6.97 (d, J=8.4 Hz, 1H), 6.77 (d, J=8.4 Hz, 1H), 5.06 (s, 2H), 2.92 (t, J=8.0 Hz, 2H), 2.70 (q, J=7.6, 15.6 Hz, 2H), 2.52 (t, J=7.2 Hz, 2H), ... Starting materials: C(=O)(O)[O-].[Na+] (NaHCO3), ClC(Cl)(OC(OC(Cl)(Cl)Cl)=O)Cl (triphosgene), FC(C1=CC=C2[C@H](CCOC2=C1)N)(F)F ((S)-7-(trifluoromethyl)chroman-4-amine), C(C)(C)N(C(C)C)CC (N,N-diisopropylethylamine), OC(=O)C(F)(F)F.ClC1=CC=C(CN2C(=NN=C2)[C@@H]2NCCC2)C=C1 ((R)-4-(4-chlorobenzyl)-3-(pyrrolidin-2-yl)-4H-1,2,4-triazole TFA salt), C(C)(C)N(C(C)C)CC (N,N-diisopropylethylamine). Solvent: [Cl-].[Na+].O (brine), C(Cl)Cl (CH2Cl2), ClCCl (dichloromethane), ClCCl (dichloromethane). Reaction conditions: temperature 0 celsius, time 30 minute. Yields the product ClC1=CC=C(CN2C(=NN=C2)[C@@H]2N(CCC2)C(=O)N[C@H]2CCOC3=CC(=CC=C23)C(F)(F)F)C=C1 ((R)-2-(4-(4-chlorobenzyl)-4H-1,2,4-triazol-3-yl)-N—((S)-7-(trifluoromethyl)chroman-4-yl)pyrrolidine-1-carboxamide). The yield is 52.6%. RXN SMILES: Cl[C:2](Cl)([O:4]C(=O)OC(Cl)(Cl)Cl)Cl.[F:13][C:14]([F:27])([F:26])[C:15]1[CH:24]=[C:23]2[C:18]([C@@H:19]([NH2:25])[CH2:20][CH2:21][O:22]2)=[CH:17][CH:16]=1.C(N(CC)C(C)C)(C)C.OC(C(F)(F)F)=O.[Cl:44][C:45]1[CH:61]=[CH:60][C:48]([CH2:49][N:50]2[CH:54]=[N:53][N:52]=[C:51]2[C@H:55]2[CH2:59][CH2:58][CH2:57][NH:56]2)=[CH:47][CH:46]=1.C([O-])(O)=O.[Na+]>C(Cl)Cl.[Cl-].[Na+].O>[Cl:44][C:45]1[CH:61]=[CH:60][C:48]([CH2:49][N:50]2[CH:54]=[N:53][N:52]=[C:51]2[C@H:55]2[CH2:59][CH2:58][CH2:57][N:56]2[C:2]([NH:25][C@@H:19]2[C:18]3[C:23](=[CH:24][C:15]([C:14]([F:13])([F:26])[F:27])=[CH:16][CH:17]=3)[O:22][CH2:21][CH2:20]2)=[O:4])=[CH:47][CH:46]=1 |f:3.4,5.6,8.9.10|. Procedure details: To a stirring solution of triphosgene (0.0205 g, 0.691 mmol) in 8 mL of CH2Cl2 at 0° C. was added dropwise a mixed solution of (S)-7-(trifluoromethyl)chroman-4-amine (44.91 mg, 0.2068 mmol) and N,N-diisopropylethylamine (0.108 mL, 0.620 mmol) in dichloromethane (2 mL). The reaction mixture was stirred at 0° C. for 30 minutes. Then to the mixture at 0° C. was slowly added a solution of the (R)-4-(4-chlorobenzyl)-3-(pyrrolidin-2-yl)-4H-1,2,4-triazole TFA salt (0.125 g, 0.2068 mmol) and N,N-diisopr...